Task: describe an organic reaction: reactants, conditions, products, and yield. Dataset: the Open Reaction Database (ORD), a public repository of structured organic reaction records Starting materials: C1CCOC1, O=C1CCC(=O)N1Cl, COC(=O)c1cc(Cl)c[nH]1. The product is COC(=O)c1cc(Cl)c(Cl)[nH]1. Reaction SMILES: [CH2:19]1[O:20][CH2:21][CH2:22][CH2:23]1.[Cl:11][N:12]1[C:13](=[O:14])[CH2:15][CH2:16][C:17]1=[O:18].[Cl:1][c:2]1[cH:3][c:4]([C:7](=[O:8])[O:9][CH3:10])[nH:5][cH:6]1>>[Cl:1][c:2]1[cH:3][c:4]([C:7](=[O:8])[O:9][CH3:10])[nH:5][c:6]1[Cl:11]. The reactants are C(=O)[O-].[NH4+] (ammonium formate), C(C)(C)(C)OC(N(CCC)CCOC1=NC=C(C(=N1)OC)[N+](=O)[O-])=O ([2-(4-methoxy-5-nitro-pyrimidin-2-yloxy)-ethyl]-propyl-carbamic acid tert-butyl ester). The reagents and catalysts are [Pd] (palladium on charcoal). Run in O (water), O (water). Reaction conditions: temperature 80 celsius, time 1 hour. Product: C(C)(C)(C)OC(N(CCC)CCOC1=NC=C(C(=N1)OC)N)=O ([2-(5-Amino-4-methoxy-pyrimidin-2-yloxy)-ethyl]-propyl-carbamic Acid Tert-Butyl Ester). Yield: 44.7%. As a reaction SMILES: [C:1]([O:5][C:6](=[O:25])[N:7]([CH2:11][CH2:12][O:13][C:14]1[N:19]=[C:18]([O:20][CH3:21])[C:17]([N+:22]([O-])=O)=[CH:16][N:15]=1)[CH2:8][CH2:9][CH3:10])([CH3:4])([CH3:3])[CH3:2].C([O-])=O.[NH4+]>[Pd].O>[C:1]([O:5][C:6](=[O:25])[N:7]([CH2:11][CH2:12][O:13][C:14]1[N:19]=[C:18]([O:20][CH3:21])[C:17]([NH2:22])=[CH:16][N:15]=1)[CH2:8][CH2:9][CH3:10])([CH3:2])([CH3:3])[CH3:4] |f:1.2|. Procedure details: To a mixture of crude [2-(4-methoxy-5-nitro-pyrimidin-2-yloxy)-ethyl]-propyl-carbamic acid tert-butyl ester (1.76 g, 4.94 mmol) and 10% palladium on charcoal (200 mg) in water (15 ml) was slowly added a solution of ammonium formate (3.12 g, 49.44 mmol) in water (10 ml) at 80° C. After stirring for 1 h at 80° C. the mixture was filtered and concentrated under reduced pressure. The aqueous layer was extracted three times with dichloromethane. The combined organic layers were dried over MgSO4, filt... Reactants: COC(CC=1C(=C2C(=NC1C)SC1=C2CCC1)C1=CC=CC=C1)=O (methyl[2-methyl-4-phenyl-6,7-dihydro-5H-cyclopenta[4,5]thieno[2,3-b]pyridin-3-yl]acetate), [Li+].C[Si](C)(C)[N-][Si](C)(C)C (LHMDS), C1CCOC1 (THF), ICCC (1-iodopropane). Solvent: CN(C)C=O (DMF). Yields the product CC1=C(C(=C2C(=N1)SC1=C2CCC1)C1=CC=CC=C1)C(C(=O)OC)CCC (Methyl 2-[2-methyl-4-phenyl-6,7-dihydro-5H-cyclopenta[4,5]thieno[2,3-b]pyridin-3-yl]pentanoate). The yield is 85.8%. As a reaction SMILES: [CH3:1][O:2][C:3](=[O:24])[CH2:4][C:5]1[C:6]([C:18]2[CH:23]=[CH:22][CH:21]=[CH:20][CH:19]=2)=[C:7]2[C:14]3[CH2:15][CH2:16][CH2:17][C:13]=3[S:12][C:8]2=[N:9][C:10]=1[CH3:11].[Li+].C[Si]([N-][Si](C)(C)C)(C)C.[CH2:35]1[CH2:39]OC[CH2:36]1.ICCC>CN(C=O)C>[CH3:11][C:10]1[N:9]=[C:8]2[S:12][C:13]3[CH2:17][CH2:16][CH2:15][C:14]=3[C:7]2=[C:6]([C:18]2[CH:23]=[CH:22][CH:21]=[CH:20][CH:19]=2)[C:5]=1[CH:4]([CH2:36][CH2:35][CH3:39])[C:3]([O:2][CH3:1])=[O:24] |f:1.2|. Reported procedure: This compound was prepared according to the procedure C from methyl[2-methyl-4-phenyl-6,7-dihydro-5H-cyclopenta[4,5]thieno[2,3-b]pyridin-3-yl]acetate (0.115 g; 0.341 mmol), LHMDS 1N in THF (0.375 mL; 0.375 mmol), 1-iodopropane (0.050 mL; 0.513 mmol) in DMF (5 mL) for 3 h. Purification by flash chromatography on silica gel using a gradient of ethyl acetate (5-15%) in heptane furnished 0.111 g (86%) of the title compound as a yellow solid. The reactants are C#CC1(O)CCC2(CC1)OCCO2, [Li]CCCC, Cc1ccc(C=O)cc1, [Cl-], [NH4+], C1CCOC1. Yields the product Cc1ccc(C(O)C#CC2(O)CCC3(CC2)OCCO3)cc1. RXN SMILES: [C:1](#[CH:2])[C:3]1([OH:13])[CH2:4][CH2:5][C:6]2([O:7][CH2:8][CH2:9][O:10]2)[CH2:11][CH2:12]1.[CH2:14]([Li:15])[CH2:16][CH2:17][CH3:18].[CH3:19][c:20]1[cH:21][cH:22][c:23]([CH:24]=[O:25])[cH:26][cH:27]1.[Cl-:28].[NH4+:29].[O:30]1[CH2:31][CH2:32][CH2:33][CH2:34]1>>[C:1](#[C:2][CH:24]([c:23]1[cH:22][cH:21][c:20]([CH3:19])[cH:27][cH:26]1)[OH:25])[C:3]1([OH:13])[CH2:4][CH2:5][C:6]2([O:7][CH2:8][CH2:9][O:10]2)[CH2:11][CH2:12]1. The reactants are C(#N)N=C(OC(C)C)C=1C=NC=CC1 (Isopropyl N-cyano-3-pyridinecarboximidate), ClC1=CC=C(CN)C=C1 (4-chlorobenzylamine). The solvent is CO (methanol). Conditions: time 1.5 hour. Product: C(#N)NC(=NCC1=CC=C(C=C1)Cl)C=1C=NC=CC1 (N-cyano-N'-(4-chlorobenzyl)-3-pyridinecarboximidamide). Yield: 92.3%. RXN SMILES: [C:1]([N:3]=[C:4]([C:9]1[CH:10]=[N:11][CH:12]=[CH:13][CH:14]=1)OC(C)C)#[N:2].[Cl:15][C:16]1[CH:23]=[CH:22][C:19]([CH2:20][NH2:21])=[CH:18][CH:17]=1>CO>[C:1]([NH:3][C:4]([C:9]1[CH:10]=[N:11][CH:12]=[CH:13][CH:14]=1)=[N:21][CH2:20][C:19]1[CH:22]=[CH:23][C:16]([Cl:15])=[CH:17][CH:18]=1)#[N:2]. Reported procedure: Isopropyl N-cyano-3-pyridinecarboximidate (0.50 g, 2.6 mmol) was dissolved in methanol (10 ml), and 4-chlorobenzylamine (0.41 g, 2.9 mmol) was added. The mixture was stirred at room temperature for 1.5 hours. After the reaction was completed, the reaction solution was concentrated under reduced pressure, and the concentrated residue thus obtained was crystallized from methanol-diethyl ether to give the title compound (0.65 g, 2.4 mmol, yield: 91%) as colorless powder.